This data is from the Open Reaction Database (ORD), a public repository of structured organic reaction records. The task is: describe an organic reaction: reactants, conditions, products, and yield The reactants are COc1ccc2c(C(=O)c3ccc(OCCN4CCCCC4)cc3)c(OS(=O)(=O)C(F)(F)F)ccc2c1, CN(C)C=O, OB(O)c1c(F)cc(F)cc1F, [K+], [K+], [K+], O=P([O-])([O-])[O-], c1ccc(P(c2ccccc2)(c2ccccc2)[Pd](P(c2ccccc2)(c2ccccc2)c2ccccc2)(P(c2ccccc2)(c2ccccc2)c2ccccc2)P(c2ccccc2)(c2ccccc2)c2ccccc2)cc1. The product is COc1ccc2c(C(=O)c3ccc(OCCN4CCCCC4)cc3)c(-c3c(F)cc(F)cc3F)ccc2c1. As a reaction SMILES: [CH3:1][O:2][c:3]1[cH:4][c:5]2[cH:6][cH:7][c:8]([O:30][S:31]([C:32]([F:33])([F:34])[F:35])(=[O:36])=[O:37])[c:9]([C:13]([c:14]3[cH:15][cH:16][c:17]([O:20][CH2:21][CH2:22][N:23]4[CH2:24][CH2:25][CH2:26][CH2:27][CH2:28]4)[cH:18][cH:19]3)=[O:29])[c:10]2[cH:11][cH:12]1.[CH3:58][N:59]([CH3:60])[CH:61]=[O:62].[F:38][c:39]1[c:40]([B:47]([OH:48])[OH:49])[c:41]([F:46])[cH:42][c:43]([F:45])[cH:44]1.[K+:55].[K+:56].[K+:57].[P:50]([O-:51])([O-:52])([O-:53])=[O:54].[cH:63]1[cH:64][cH:65][c:66]([P:67]([Pd:68]([P:69]([c:70]2[cH:71][cH:72][cH:73][cH:74][cH:75]2)([c:76]2[cH:77][cH:78][cH:79][cH:80][cH:81]2)[c:82]2[cH:83][cH:84][cH:85][cH:86][cH:87]2)([P:88]([c:89]2[cH:90][cH:91][cH:92][cH:93][cH:94]2)([c:95]2[cH:96][cH:97][cH:98][cH:99][cH:100]2)[c:101]2[cH:102][cH:103][cH:104][cH:105][cH:106]2)[P:107]([c:108]2[cH:109][cH:110][cH:111][cH:112][cH:113]2)([c:114]2[cH:115][cH:116][cH:117][cH:118][cH:119]2)[c:120]2[cH:121][cH:122][cH:123][cH:124][cH:125]2)([c:126]2[cH:127][cH:128][cH:129][cH:130][cH:131]2)[c:132]2[cH:133][cH:134][cH:135][cH:136][cH:137]2)[cH:138][cH:139]1>>[CH3:1][O:2][c:3]1[cH:4][c:5]2[cH:6][cH:7][c:8](-[c:40]3[c:39]([F:38])[cH:44][c:43]([F:45])[cH:42][c:41]3[F:46])[c:9]([C:13]([c:14]3[cH:15][cH:16][c:17]([O:20][CH2:21][CH2:22][N:23]4[CH2:24][CH2:25][CH2:26][CH2:27][CH2:28]4)[cH:18][cH:19]3)=[O:29])[c:10]2[cH:11][cH:12]1. Reactants: ClC=1C=C(C=C(C1)F)[C@@H]([C@H]1CN(CCC1)C(=O)OC(C)(C)C)OCC#N ((R)-tert-butyl 3-((R)-(3-chloro-5-fluorophenyl)(cyanomethoxy)methyl)piperidine-1-carboxylate), N#N (N2), S(C)C (SMe2), B (H3B). Run in C1CCOC1 (THF), C1CCOC1 (THF). Product: NCCO[C@H]([C@H]1CN(CCC1)C(=O)OC(C)(C)C)C1=CC(=CC(=C1)F)Cl ((R)-tert-butyl 3-((R)-(2-aminoethoxy)(3-chloro-5-fluorophenyl)methyl)piperidine-1-carboxylate). Isolated yield 26.4%. Reaction SMILES: [Cl:1][C:2]1[CH:3]=[C:4]([C@H:9]([O:23][CH2:24][C:25]#[N:26])[C@@H:10]2[CH2:15][CH2:14][CH2:13][N:12]([C:16]([O:18][C:19]([CH3:22])([CH3:21])[CH3:20])=[O:17])[CH2:11]2)[CH:5]=[C:6]([F:8])[CH:7]=1.N#N.B.S(C)C>C1COCC1>[NH2:26][CH2:25][CH2:24][O:23][C@@H:9]([C:4]1[CH:5]=[C:6]([F:8])[CH:7]=[C:2]([Cl:1])[CH:3]=1)[C@@H:10]1[CH2:15][CH2:14][CH2:13][N:12]([C:16]([O:18][C:19]([CH3:22])([CH3:21])[CH3:20])=[O:17])[CH2:11]1. Procedure details: A solution of (R)-tert-butyl 3-((R)-(3-chloro-5-fluorophenyl)(cyanomethoxy)methyl)piperidine-1-carboxylate (90 g) in anhydrous THF (1.3 L), under protection of N2, was heated to reflux followed by the dropwise addition of 10 M H3B.SMe2 in THF (70 mL, 0.7 mol). The mixture was stirred at reflux overnight. The reaction was quenched with MeOH (500 mL) and the solvent removed in vacuo, the residue was purified by column chromatography to give (R)-tert-butyl 3-((R)-(2-aminoethoxy)(3-chloro-5-fluoroph...